From a dataset of the Open Reaction Database (ORD), a public repository of structured organic reaction records. describe an organic reaction: reactants, conditions, products, and yield The reactants are BrC1=C(C=C(CN)C=C1)F (4-bromo-3-fluorobenzylamine), N(=C=O)C1=C2C=C(N=CC2=CC=C1)C (5-isocyanato-3-methylisoquinoline), N(=C=O)C1=C2C=CN=CC2=CC=C1 (5-isocyanatoisoquinoline). Yields the product BrC1=C(C=C(CNC(=O)NC2=C3C=C(N=CC3=CC=C2)C)C=C1)F (N-(4-bromo-3-fluorobenzyl)-N′-(3-methyl-5-isoquinolinyl)urea). As a reaction SMILES: [Br:1][C:2]1[CH:9]=[CH:8][C:5]([CH2:6][NH2:7])=[CH:4][C:3]=1[F:10].[N:11]([C:14]1[CH:23]=[CH:22][CH:21]=[C:20]2[C:15]=1[CH:16]=[C:17]([CH3:24])[N:18]=[CH:19]2)=[C:12]=[O:13].N(C1C=CC=C2C=1C=CN=C2)=C=O>>[Br:1][C:2]1[CH:9]=[CH:8][C:5]([CH2:6][NH:7][C:12]([NH:11][C:14]2[CH:23]=[CH:22][CH:21]=[C:20]3[C:15]=2[CH:16]=[C:17]([CH3:24])[N:18]=[CH:19]3)=[O:13])=[CH:4][C:3]=1[F:10]. Procedure details: The title compound was prepared using the procedure described in Example 61B using 4-bromo-3-fluorobenzylamine and the product from Example 154A instead of 4-cyanobenzyl alcohol and the product from Example 61A. 1H NMR (300 MHz, DMSO-d6) δ 9.68 (s, 1H), 9.46 (s, 1H), 8.51 (m, 2H), 8.01 (d, 1H, J=7.8 Hz), 7.80 (t, 1H, J=7.8 Hz), 7.67 (m, 2H), 7.36 (dd, 1H, J=9, 1.5 Hz), 7.18 (dd, 1H, J=9, 1 Hz), 4.39 (d, 2H, J=6 Hz), 2.77 (s, 3H); MS (ESI) 388/390 (M+H)+; Anal. Calcd for C18H15BrFN3O.HCl: C, 50.9...